Task: describe an organic reaction: reactants, conditions, products, and yield. Dataset: the Open Reaction Database (ORD), a public repository of structured organic reaction records Solvent: O (water), O (water). Reported procedure: A solution of 5.2 g of sodium nitrite in 10 ml of water was added to a mixture of 13 g of 4-(p-aminophenyl)-tetrahydropyran and 100 ml of concentrated sulfuric acid cooled to 5° C and the mixture was stirred at 5° C for 30 minutes. The mixture was poured into a solution of 100 ml of water and 10 ml of concentrated sulfuric acid heated to 75°-80° C and the mixture was held at 75°-80° C for 15 minutes and was then cooled to 4° C. The mixture was filtered and the recovered crystals were washed with... Starting materials: N(=O)[O-].[Na+] (sodium nitrite), NC1=CC=C(C=C1)C1CCOCC1 (4-(p-aminophenyl)-tetrahydropyran), S(O)(O)(=O)=O (sulfuric acid), S(O)(O)(=O)=O (sulfuric acid). Reaction conditions: temperature 5 celsius, time 30 minute. Product: OC1=CC=C(C=C1)C1CCOCC1 (4-(p-hydroxyphenyl)-tetrahydropyran). RXN SMILES: N([O-])=O.[Na+].N[C:6]1[CH:11]=[CH:10][C:9]([CH:12]2[CH2:17][CH2:16][O:15][CH2:14][CH2:13]2)=[CH:8][CH:7]=1.S(=O)(=O)(O)[OH:19]>O>[OH:19][C:6]1[CH:11]=[CH:10][C:9]([CH:12]2[CH2:17][CH2:16][O:15][CH2:14][CH2:13]2)=[CH:8][CH:7]=1 |f:0.1|.